From a dataset of the Open Reaction Database (ORD), a public repository of structured organic reaction records. describe an organic reaction: reactants, conditions, products, and yield Product: O=C(NCCO)C1CN(CCCC(c2ccc(F)cc2)c2ccc(F)cc2)CCN1. RXN SMILES: [ClH:34].[F:1][c:2]1[cH:3][cH:4][c:5]([CH:8]([CH2:9][CH2:10][CH2:11][N:12]2[CH2:13][CH:14]3[N:15]([CH2:16][CH2:17]2)[C:18]([CH3:25])([CH3:26])[N:19]([CH2:22][CH2:23][OH:24])[C:20]3=[O:21])[c:27]2[cH:28][cH:29][c:30]([F:33])[cH:31][cH:32]2)[cH:6][cH:7]1.[OH2:35]>>[F:1][c:2]1[cH:3][cH:4][c:5]([CH:8]([CH2:9][CH2:10][CH2:11][N:12]2[CH2:13][CH:14]([C:20]([NH:19][CH2:22][CH2:23][OH:24])=[O:21])[NH:15][CH2:16][CH2:17]2)[c:27]2[cH:28][cH:29][c:30]([F:33])[cH:31][cH:32]2)[cH:6][cH:7]1. Reactants: Cl, CC1(C)N(CCO)C(=O)C2CN(CCCC(c3ccc(F)cc3)c3ccc(F)cc3)CCN21, O.